Dataset: the Open Reaction Database (ORD), a public repository of structured organic reaction records. Task: describe an organic reaction: reactants, conditions, products, and yield Reactants: C(#N)C=1C=C(C=CC1)S(=O)(=O)N[C@@H]1CC[C@@H](CC1)C1=C(C=C(C=C1)O)O (3-Cyano-N-[cis-4-(2,4-dihydroxyphenyl)cyclohexyl]benzenesulfonamide), [NH4+].[Cl-] (NH4Cl), [N-]=[N+]=[N-].[Na+] (NaN3). Run in CN(C)C=O (DMF). Run at temperature 20 celsius, time 18 hour. The product is OC1=C(C=CC(=C1)O)[C@H]1CC[C@H](CC1)NS(=O)(=O)C1=CC(=CC=C1)C1=NN=NN1 (N-[cis-4-(2,4-Dihydroxyphenyl)cyclohexyl]-3-(1H-tetrazol-5-yl)benzenesulfonamide). The yield is 71.3%. RXN SMILES: [C:1]([C:3]1[CH:4]=[C:5]([S:9]([NH:12][C@H:13]2[CH2:18][CH2:17][C@@H:16]([C:19]3[CH:24]=[CH:23][C:22]([OH:25])=[CH:21][C:20]=3[OH:26])[CH2:15][CH2:14]2)(=[O:11])=[O:10])[CH:6]=[CH:7][CH:8]=1)#[N:2].[NH4+].[Cl-].[N-:29]=[N+:30]=[N-:31].[Na+]>CN(C=O)C>[OH:26][C:20]1[CH:21]=[C:22]([OH:25])[CH:23]=[CH:24][C:19]=1[C@@H:16]1[CH2:15][CH2:14][C@H:13]([NH:12][S:9]([C:5]2[CH:6]=[CH:7][CH:8]=[C:3]([C:1]3[NH:31][N:30]=[N:29][N:2]=3)[CH:4]=2)(=[O:11])=[O:10])[CH2:18][CH2:17]1 |f:1.2,3.4|. Procedure: A solution of Example 9 (20 mg, 54 μmol) in DMF (2 ml) was treated with NH4Cl (17 mg, 323 μmol) and NaN3 (21 mg, 323 μmol). The mixture was heated under reflux for 6 hr, then stirred for 18 hr at 20° C., before being partitioned between EtOAc (30 ml) and H2O (5 ml). The aqueous phase was extracted with EtOAc (3×15 ml) and the combined organic extracts were washed with brine (30 ml) and dried (MgSO4). Filtration, solvent evaporation under reduced pressure, and FCC (EtOH-EtOAc, 1:3) afforded the t... Starting materials: [Br-], CN(C)c1ccc([Mg+])cc1, O=C(Nc1nc(-c2ccccn2)c(-c2cccc(C(F)(F)F)c2)s1)c1c(F)cccc1F. The product is CN(C)c1ccc(-c2nc(NC(=O)c3c(F)cccc3F)sc2-c2cccc(C(F)(F)F)c2)cc1. Reaction SMILES: [Br-:1].[CH3:2][N:3]([c:4]1[cH:5][cH:6][c:7]([Mg+:10])[cH:8][cH:9]1)[CH3:11].[F:12][c:13]1[c:14]([C:15](=[O:16])[NH:17][c:18]2[s:19][c:20](-[c:29]3[cH:30][c:31]([C:35]([F:36])([F:37])[F:38])[cH:32][cH:33][cH:34]3)[c:21](-[c:23]3[cH:24][cH:25][cH:26][cH:27][n:28]3)[n:22]2)[c:39]([F:43])[cH:40][cH:41][cH:42]1>>[CH3:2][N:3]([c:4]1[cH:5][cH:6][c:7](-[c:21]2[c:20](-[c:29]3[cH:30][c:31]([C:35]([F:36])([F:37])[F:38])[cH:32][cH:33][cH:34]3)[s:19][c:18]([NH:17][C:15]([c:14]3[c:13]([F:12])[cH:42][cH:41][cH:40][c:39]3[F:43])=[O:16])[n:22]2)[cH:8][cH:9]1)[CH3:11]. Starting materials: COC(Cl)Cl (α,α-dichloromethyl methyl ether), COC=1C=C2CCC(NC2=CC1)=O (6-Methoxy-3,4-dihydro-1H-quinolin-2-one), [Cl-].[Al+3].[Cl-].[Cl-] (aluminum chloride). Run in C(Cl)Cl (methylene chloride), C(Cl)Cl (methylene chloride), Cl (HCl). Reaction conditions: temperature 0 celsius, time 15 minute. The product is COC=1C=C2CCC(NC2=CC1C=O)=O (6-Methoxy-2-oxo-1,2,3,4-tetrahydro-quinoline-7-carbaldehyde). As a reaction SMILES: [Cl-].[Al+3].[Cl-].[Cl-].[CH3:5][O:6][C:7]1[CH:8]=[C:9]2[C:14](=[CH:15][CH:16]=1)[NH:13][C:12](=[O:17])[CH2:11][CH2:10]2.[CH3:18][O:19]C(Cl)Cl>C(Cl)Cl.Cl>[CH3:5][O:6][C:7]1[CH:8]=[C:9]2[C:14](=[CH:15][C:16]=1[CH:18]=[O:19])[NH:13][C:12](=[O:17])[CH2:11][CH2:10]2 |f:0.1.2.3|. Procedure: A mixture of 0.29 gm (2.19 mmol) aluminum chloride in 5 ml of methylene chloride was prepared under nitrogen gas N2 and stirred for 15 minutes and then cooled to 0° C. The mixture was treated with 0.2 gm (1.13 mmol) 6-Methoxy-3,4-dihydro-1H-quinolin-2-one in 5 ml of methylene chloride. The reaction mixture was stirred for 10 minutes at this temperature and was then cooled to −5° C. α,α-dichloromethyl methyl ether 0.28 ml (3.07 mmol) was added over a 5 minutes period and the green reaction mixtur... The reactants are 41.3, C(C(C)C)=NC(C1=CC=CC=C1)C1=CC=CC=C1 (isobutylidenebenzhydrylamine), [PH2](=O)O (Hypophosphorous acid). Solvent: C(C)O (ethanol), C(C)O (ethanol). Run at time 1 hour. The product is C(C1=CC=CC=C1)(C1=CC=CC=C1)NC(C(C)C)P(O)O (1-benzhydrylamino-2-methylpropanephosphonous acid). RXN SMILES: [PH2:1]([OH:3])=[O:2].[CH:4](=[N:8][CH:9]([C:16]1[CH:21]=[CH:20][CH:19]=[CH:18][CH:17]=1)[C:10]1[CH:15]=[CH:14][CH:13]=[CH:12][CH:11]=1)[CH:5]([CH3:7])[CH3:6]>C(O)C>[CH:9]([NH:8][CH:4]([P:1]([OH:3])[OH:2])[CH:5]([CH3:7])[CH3:6])([C:16]1[CH:17]=[CH:18][CH:19]=[CH:20][CH:21]=1)[C:10]1[CH:15]=[CH:14][CH:13]=[CH:12][CH:11]=1. Reported procedure: Hypophosphorous acid (100%, 15.8 parts) dissolved in absolute ethanol was added to a stirred solution of 41.3 parts isobutylidenebenzhydrylamine in absolute ethanol. An exothermic reaction occurred. After standing one hour the reaction was filtered and the white solid dried in vacuo. There was obtained DL-1-benzhydrylamino-2-methylpropanephosphonous acid, melting point 191° (dec.). The reactants are [BH4-], Cc1ccc(N)cc1Br, CC(=O)O, CC(C)=O, CC(=O)[O-], CCCCCC, CCO, [Na+], [Na+], O. The product is Cc1ccc(NC(C)C)cc1Br. As a reaction SMILES: [BH4-:1].[Br:3][c:4]1[cH:5][c:6]([NH2:7])[cH:8][cH:9][c:10]1[CH3:11].[CH3:12][C:13](=[O:14])[OH:15].[CH3:16][C:17]([CH3:18])=[O:19].[CH3:21][C:22](=[O:23])[O-:24].[CH3:25][CH2:26][CH2:27][CH2:28][CH2:29][CH3:30].[CH3:32][CH2:33][OH:34].[Na+:20].[Na+:2].[OH2:31]>>[Br:3][c:4]1[cH:5][c:6]([NH:7][CH:17]([CH3:16])[CH3:18])[cH:8][cH:9][c:10]1[CH3:11]. Starting materials: CCOC(C)=O, COc1cc2c(c3c1OC(C)(C)C3)C(c1cccc(N3CCN(C(=O)OC(C)(C)C)S3(=O)=O)c1)=NC(C)(C)C2, Cl, [Na+], [OH-]. The product is COc1cc2c(c3c1OC(C)(C)C3)C(c1cccc(N3CCNS3(=O)=O)c1)=NC(C)(C)C2. As a reaction SMILES: [C:42]([O:43][CH2:44][CH3:45])(=[O:46])[CH3:47].[CH3:1][C:2]([O:3][C:4](=[O:5])[N:8]1[S:9](=[O:38])(=[O:39])[N:10]([c:13]2[cH:14][c:15]([C:19]3=[N:20][C:21]([CH3:36])([CH3:37])[CH2:22][c:23]4[cH:24][c:25]([O:34][CH3:35])[c:26]5[c:27]([c:28]43)[CH2:29][C:30]([CH3:32])([CH3:33])[O:31]5)[cH:16][cH:17][cH:18]2)[CH2:11][CH2:12]1)([CH3:6])[CH3:7].[ClH:48].[Na+:41].[OH-:40]>>[NH:8]1[S:9](=[O:38])(=[O:39])[N:10]([c:13]2[cH:14][c:15]([C:19]3=[N:20][C:21]([CH3:36])([CH3:37])[CH2:22][c:23]4[cH:24][c:25]([O:34][CH3:35])[c:26]5[c:27]([c:28]43)[CH2:29][C:30]([CH3:32])([CH3:33])[O:31]5)[cH:16][cH:17][cH:18]2)[CH2:11][CH2:12]1. Starting materials: CCCCOC(=O)c1nc(Cl)c2cc(N)ccc2c1O, CCOC(C)=O, O=C[O-], [NH4+]. The product is CCCCOC(=O)c1ncc2cc(N)ccc2c1O. As a reaction SMILES: [CH2:1]([CH2:2][CH2:3][CH3:4])[O:5][C:6](=[O:7])[c:8]1[n:9][c:10]([Cl:20])[c:11]2[cH:12][c:13]([NH2:19])[cH:14][cH:15][c:16]2[c:17]1[OH:18].[CH3:25][CH2:26][O:27][C:28](=[O:29])[CH3:30].[CH:21]([O-:22])=[O:23].[NH4+:24]>>[CH2:1]([CH2:2][CH2:3][CH3:4])[O:5][C:6](=[O:7])[c:8]1[n:9][cH:10][c:11]2[cH:12][c:13]([NH2:19])[cH:14][cH:15][c:16]2[c:17]1[OH:18]. RXN SMILES: [C:1]([C:5]([NH:7][C:8]1[CH:13]=[CH:12][CH:11]=[C:10]([C:14]2[CH:19]=[CH:18][C:17]([CH:20]=[O:21])=[CH:16][C:15]=2[O:22][CH:23]([CH3:25])[CH3:24])[N:9]=1)=[O:6])([CH3:4])([CH3:3])[CH3:2].[I-].[CH3:27][S+](C)C.[OH-].[K+].C(#N)C>O>[C:1]([C:5]([NH:7][C:8]1[CH:13]=[CH:12][CH:11]=[C:10]([C:14]2[CH:19]=[CH:18][C:17]([CH:20]3[CH2:27][O:21]3)=[CH:16][C:15]=2[O:22][CH:23]([CH3:25])[CH3:24])[N:9]=1)=[O:6])([CH3:4])([CH3:2])[CH3:3] |f:1.2,3.4|. Procedure: To a 100 mL round-bottomed flask equipped with condenser and N2 inlet were added 2.99 g (8.79 mmol) N-t-butylcarbonyl-6-(2-isopropoxy-4-formylphenyl)-pyridin-2-ylamine, 1.79 g (8.79 mmol) trimethylsulfonium iodide, 0.98 9 (17.59 mmol) powdered potassium hydroxide, 44 mL acetonitrile, and 0.5 mL water. The reaction was heated to 60° C. for 2.5 hours, then cooled, filtered, and evaporated. The yellow oil was used directly, 3.3 g (˜100%). Reaction conditions: temperature 60 celsius. Starting materials: C(C)(C)(C)C(=O)NC1=NC(=CC=C1)C1=C(C=C(C=C1)C=O)OC(C)C (N-t-butylcarbonyl-6-(2-isopropoxy-4-formylphenyl)-pyridin-2-ylamine), [I-].C[S+](C)C (trimethylsulfonium iodide), 9, [OH-].[K+] (potassium hydroxide), C(C)#N (acetonitrile). The product is C(C)(C)(C)C(=O)NC1=NC(=CC=C1)C1=C(C=C(C=C1)C1OC1)OC(C)C (N-t-Butylcarbonyl-6-(2-isopropoxy-4-oxiranylphenyl)-pyridin-2-ylamine). The solvent is O (water). The reactants are CC(=O)O, CCO, Cc1c(C(F)(F)F)n(C)c(=O)n(-c2cc([N+](=O)[O-])c(C#C[Si](C)(C)C)cc2F)c1=O, [Fe], O. The product is Cc1c(C(F)(F)F)n(C)c(=O)n(-c2cc(N)c(C#C[Si](C)(C)C)cc2F)c1=O. Reaction SMILES: [CH3:31][C:32](=[O:33])[OH:34].[CH3:37][CH2:38][OH:39].[F:1][c:2]1[c:3](-[n:17]2[c:18](=[O:30])[n:19]([CH3:29])[c:20]([C:25]([F:26])([F:27])[F:28])[c:21]([CH3:24])[c:22]2=[O:23])[cH:4][c:5]([N+:14]([O-:15])=[O:16])[c:6]([C:8]#[C:9][Si:10]([CH3:11])([CH3:12])[CH3:13])[cH:7]1.[Fe:36].[OH2:35]>>[F:1][c:2]1[c:3](-[n:17]2[c:18](=[O:30])[n:19]([CH3:29])[c:20]([C:25]([F:26])([F:27])[F:28])[c:21]([CH3:24])[c:22]2=[O:23])[cH:4][c:5]([NH2:14])[c:6]([C:8]#[C:9][Si:10]([CH3:11])([CH3:12])[CH3:13])[cH:7]1. The reactants are C(CC)C(CO)CO (2-Propyl-1,3-propanediol), FC=1C=C(C=O)C=CC1 (3-fluorobenzaldehyde). Run in C1(=CC=CC=C1)C (toluene). Product: C(CC)C1COC(OC1)C1=CC(=CC=C1)F (5-propyl-2-(3-fluorophenyl)-1,3-dioxane). Isolated yield 32.6%. RXN SMILES: [CH2:1]([CH:4]([CH2:7][OH:8])[CH2:5][OH:6])[CH2:2][CH3:3].[F:9][C:10]1[CH:11]=[C:12]([CH:15]=[CH:16][CH:17]=1)[CH:13]=O>C1(C)C=CC=CC=1>[CH2:1]([CH:4]1[CH2:7][O:8][CH:13]([C:12]2[CH:15]=[CH:16][CH:17]=[C:10]([F:9])[CH:11]=2)[O:6][CH2:5]1)[CH2:2][CH3:3]. Procedure: 2-Propyl-1,3-propanediol (138.0 g; 1.17 mol) and 3-fluorobenzaldehyde (138.0 g; 1.11 mol) were dissolved in toluene (1.5 liters), and PTS (7 g) was added. The mixture was refluxed for 3 hours while being dehydrated with a Dean-Stark's device. The resultant reaction mixture was washed sequentially with saturated sodium bicarbonate solution and saturated brine, and then dried over magnesium sulfate. Subsequently, the solvent was evaporated. The residue was recrystallized twice from heptane, to the...